From a dataset of the Open Reaction Database (ORD), a public repository of structured organic reaction records. describe an organic reaction: reactants, conditions, products, and yield Starting materials: ClC1=CC=C(S1)C(=O)Cl (5-chlorothiophene-2-carbonyl chloride), NC1=C2CN(C(C2=CC=C1)=O)CCC1CCN(CC1)C(=O)OC(C)(C)C (tert-butyl 4-[2-(4-amino-1-oxo-1,3-dihydro-2H-isoindol-2-yl)ethyl]-1-piperidinecarboxylate), N1=CC=CC=C1 (pyridine). The reagents and catalysts are CN(C)C=1C=CN=CC1 (4-DMAP). Solvent: C1CCOC1 (THF). Conditions: time 8 hour. Product: ClC1=CC=C(S1)C(=O)NC1=C2CN(C(C2=CC=C1)=O)CCC1CCN(CC1)C(=O)OC(C)(C)C (tert-Butyl 4-[2-(4-{[(5-chloro-2-thienyl)carbonyl]amino}-1-oxo-1,3-dihydro-2H-isoindol-2-yl)ethyl]-1-piperidinecarboxylate). RXN SMILES: [Cl:1][C:2]1[S:6][C:5]([C:7](Cl)=[O:8])=[CH:4][CH:3]=1.[NH2:10][C:11]1[CH:19]=[CH:18][CH:17]=[C:16]2[C:12]=1[CH2:13][N:14]([CH2:21][CH2:22][CH:23]1[CH2:28][CH2:27][N:26]([C:29]([O:31][C:32]([CH3:35])([CH3:34])[CH3:33])=[O:30])[CH2:25][CH2:24]1)[C:15]2=[O:20].N1C=CC=CC=1>CN(C1C=CN=CC=1)C.C1COCC1>[Cl:1][C:2]1[S:6][C:5]([C:7]([NH:10][C:11]2[CH:19]=[CH:18][CH:17]=[C:16]3[C:12]=2[CH2:13][N:14]([CH2:21][CH2:22][CH:23]2[CH2:28][CH2:27][N:26]([C:29]([O:31][C:32]([CH3:35])([CH3:34])[CH3:33])=[O:30])[CH2:25][CH2:24]2)[C:15]3=[O:20])=[O:8])=[CH:4][CH:3]=1. Reported procedure: At 0° C., 0.97 g (5.35 mmol) of 5-chlorothiophene-2-carbonyl chloride is added dropwise to a suspension of 1.48 g (4.12 mmol) of tert-butyl 4-[2-(4-amino-1-oxo-1,3-dihydro-2H-isoindol-2-yl)ethyl]-1-piperidinecarboxylate, 1.7 ml (20.6 mmol) of pyridine and 25 mg (0.206 mmol) of 4-DMAP in 21 ml of absolute THF. The mixture is slowly warmed to room temperature and stirred overnight. The reaction 10 mixture is concentrated and then separated by chromatography on silica gel (dichloromethane/methanol ... Starting materials: C(C1=CC=CC=C1)OC(=O)NC(C(=O)N[C@H]1C(N(C2=C(CC1)C=CC=C2)CC2=CC=C(C=C2)C2=C(C=CC=C2)CN)=O)(C)C (2-benzyloxycarbonylamino-2-methyl- N-[2,3,4,5-tetrahydro-2-oxo-1-[[2'-(aminomethyl)[1,1'-biphenyl]-4-yl]methyl]-1H-benzazepin-3(R)-yl]propanamide), FC(C(=O)[O-])(F)F (trifluoroacetate), C[Si](C)(C)N=C=O (trimethylsilyl isocyanate), C37H39N5O5. The product is C(C1=CC=CC=C1)OC(=O)NC(C(=O)N[C@H]1C(N(C2=C(CC1)C=CC=C2)CC2=CC=C(C=C2)C2=C(C=CC=C2)CNC(=O)N)=O)(C)C (2-Benzyloxycarbonylamino-2-methyl- N-[2,3,4,5-tetrahydro-1-[[2'-[[(aminocarbonyl)amino]methyl][1,1'-biphenyl]-4-yl]methyl]-2-oxo-1H-benzazepin-3(R)-yl]propanamide). Reaction SMILES: [CH2:1]([O:8][C:9]([NH:11][C:12]([CH3:44])([CH3:43])[C:13]([NH:15][C@@H:16]1[CH2:22][CH2:21][C:20]2[CH:23]=[CH:24][CH:25]=[CH:26][C:19]=2[N:18]([CH2:27][C:28]2[CH:33]=[CH:32][C:31]([C:34]3[CH:39]=[CH:38][CH:37]=[CH:36][C:35]=3[CH2:40][NH2:41])=[CH:30][CH:29]=2)[C:17]1=[O:42])=[O:14])=[O:10])[C:2]1[CH:7]=[CH:6][CH:5]=[CH:4][CH:3]=1.FC(F)(F)C([O-])=O.C[Si]([N:56]=[C:57]=[O:58])(C)C>>[CH2:1]([O:8][C:9]([NH:11][C:12]([CH3:44])([CH3:43])[C:13]([NH:15][C@@H:16]1[CH2:22][CH2:21][C:20]2[CH:23]=[CH:24][CH:25]=[CH:26][C:19]=2[N:18]([CH2:27][C:28]2[CH:29]=[CH:30][C:31]([C:34]3[CH:39]=[CH:38][CH:37]=[CH:36][C:35]=3[CH2:40][NH:41][C:57]([NH2:56])=[O:58])=[CH:32][CH:33]=2)[C:17]1=[O:42])=[O:14])=[O:10])[C:2]1[CH:7]=[CH:6][CH:5]=[CH:4][CH:3]=1. Reported procedure: Prepared from 2-benzyloxycarbonylamino-2-methyl- N-[2,3,4,5-tetrahydro-2-oxo-1-[[2'-(aminomethyl)[1,1'-biphenyl]-4-yl]methyl]-1H-benzazepin-3(R)-yl]propanamide, trifluoroacetate (Example 36, Step A) and trimethylsilyl isocyanate according to the procedure described in Example 37, Step A. 1H NMR (200 MHz, CD3OD): δ 1.40 (s, 6H), 1.82 (m, 1H), 2.15-2.60 (m, 3H), 4.12 (s, 2H), 4.32 (m, 1H), 4.85 (d, 15 Hz, 1H), 5.00 (s, 2H), 5.32 (d, 15 Hz, 1H), 7.05-7.43 (m, 17H). FAB-MS: calculated for C37H39N5O5... Starting materials: N1C2=C(SCC1)N=CC(=C2)N2CCOCC2 (4-(2,3-dihydro-1H-pyrido[2,3-b]-[1,4]thiazin-7-yl)morpholine), ClC1=C(C(=NC2=CC(=CC=C12)F)C1=NC=CC=C1)C (4-chloro-7-fluoro-3-methyl-2-(pyridin-2-yl)quinoline), CC(C)([O-])C.[Na+] (sodium tert-butoxide). Reagents/catalysts: CC(C)C1=CC(=C(C(=C1)C(C)C)C2=CC=CC=C2P(C3CCCCC3)C4CCCCC4)C(C)C.C1=CC=C([C-]=C1)CCN.Cl[Pd+] (XPhos precatalyst). Solvent: C1(=CC=CC=C1)C (toluene). Yields the product FC1=CC=C2C(=C(C(=NC2=C1)C1=NC=CC=C1)C)N1C2=C(SCC1)N=CC(=C2)N2CCOCC2 (4-(1-(7-fluoro-3-methyl-2-(pyridin-2-yl)quinolin-4-yl)-2,3-dihydro-1H-pyrido[2,3-b][1,4]thiazin-7-yl)morpholine). RXN SMILES: [NH:1]1[CH2:6][CH2:5][S:4][C:3]2[N:7]=[CH:8][C:9]([N:11]3[CH2:16][CH2:15][O:14][CH2:13][CH2:12]3)=[CH:10][C:2]1=2.Cl[C:18]1[C:27]2[C:22](=[CH:23][C:24]([F:28])=[CH:25][CH:26]=2)[N:21]=[C:20]([C:29]2[CH:34]=[CH:33][CH:32]=[CH:31][N:30]=2)[C:19]=1[CH3:35].CC(C)([O-])C.[Na+]>CC(C1C=C(C(C)C)C(C2C(P(C3CCCCC3)C3CCCCC3)=CC=CC=2)=C(C(C)C)C=1)C.C1C=[C-]C(CCN)=CC=1.Cl[Pd+].C1(C)C=CC=CC=1>[F:28][C:24]1[CH:23]=[C:22]2[C:27]([C:18]([N:1]3[CH2:6][CH2:5][S:4][C:3]4[N:7]=[CH:8][C:9]([N:11]5[CH2:12][CH2:13][O:14][CH2:15][CH2:16]5)=[CH:10][C:2]3=4)=[C:19]([CH3:35])[C:20]([C:29]3[CH:34]=[CH:33][CH:32]=[CH:31][N:30]=3)=[N:21]2)=[CH:26][CH:25]=1 |f:2.3,4.5.6|. Reported procedure: Prepared according to procedure Y by using 4-(2,3-dihydro-1H-pyrido[2,3-b]-[1,4]thiazin-7-yl)morpholine (43.5 mg, 0.18 mmol), 4-chloro-7-fluoro-3-methyl-2-(pyridin-2-yl)quinoline (50 mg, 0.183 mmol), XPhos precatalyst (13.5 mg, 0.018 mmol) and sodium tert-butoxide (35.2 mg, 0.37 mmol) with heating in toluene (5 mL) for 1 h at 110° C. Purification by column chromatography (gradient of DCM to (DCM:MeOH:NH4OH, 90:9:1) from 1:0 to 9:1) gave 4-(1-(7-fluoro-3-methyl-2-(pyridin-2-yl)quinolin-4-yl)-2,3-... Reaction SMILES: [Cl:1][C:2]1[CH:7]=[CH:6][C:5]([N:8]2[CH:12]=[CH:11][C:10]([C:13]([O:15]CC)=[O:14])=[N:9]2)=[CH:4][C:3]=1[F:18].[Li+].[OH-].Cl>C1COCC1>[Cl:1][C:2]1[CH:7]=[CH:6][C:5]([N:8]2[CH:12]=[CH:11][C:10]([C:13]([OH:15])=[O:14])=[N:9]2)=[CH:4][C:3]=1[F:18] |f:1.2|. The yield is 95.6%. Yields the product ClC1=C(C=C(C=C1)N1N=C(C=C1)C(=O)O)F (1-(4-chloro-3-fluorophenyl)pyrazole-3-carboxylic acid). Reactants: ClC1=C(C=C(C=C1)N1N=C(C=C1)C(=O)OCC)F (ethyl 1-(4-chloro-3-fluorophenyl)pyrazole-3-carboxylate), [Li+].[OH-] (LiOH), Cl (HCl). Reported procedure: To a solution of ethyl 1-(4-chloro-3-fluorophenyl)pyrazole-3-carboxylate (268 mg, 1 mmol) in THF was added 3.0 mL of 1.0M of LiOH (3.0 mmol). The resulting mixture was stirred at room temperature for 3 h at which time 1.0 M of HCl was added to adjust pH to 1.0. The organics were extracted with EtOAc (2×100 mL), followed by drying over MgSO4 and concentrated under reduced pressure to give a white solid (230 mg, 96%), which was used for next step without further purification. Run in C1CCOC1 (THF).